From a dataset of the Open Reaction Database (ORD), a public repository of structured organic reaction records. describe an organic reaction: reactants, conditions, products, and yield Reaction conditions: temperature 0 celsius, time 30 minute. Procedure details: A 1.55M solution of n-butyllithium in hexane (129 ml) was added to a stirred solution of diisopropylamine (22.3 g) in dry tetrahydrofuran (90 ml) and the resulting mixture was stirred for 30 minutes at 0° C. The mixture was then cooled to -70° C. in an acetone/dry ice bath and a solution of 2-[1-(4-chlorophenyl)cyclobutyl]-2-dimethylaminoacetonitrile (30 g prepared as described in Example A) in dry tetrahydrofuran (100 ml) was added to the reaction mixture under nitrogen over 50 minutes at -70° ... As a reaction SMILES: [CH2:1]([Li])CCC.[CH:6]([NH:9][CH:10](C)C)(C)C.[Cl:13][C:14]1[CH:19]=[CH:18][C:17]([C:20]2(C(N(C)C)C#N)[CH2:23][CH2:22][CH2:21]2)=[CH:16][CH:15]=1.[CH:30](=[O:32])[CH3:31].[Cl-].[NH4+]>CCCCCC.O1CCCC1>[Cl:13][C:14]1[CH:15]=[CH:16][C:17]([C:20]2([CH:31]([N:9]([CH3:10])[CH3:6])[C:30](=[O:32])[CH3:1])[CH2:23][CH2:22][CH2:21]2)=[CH:18][CH:19]=1 |f:4.5|. The reactants are solution, C(CCC)[Li] (n-butyllithium), C(C)(C)NC(C)C (diisopropylamine), C(C)=O (acetaldehyde), [Cl-].[NH4+] (ammonium chloride), ClC1=CC=C(C=C1)C1(CCC1)C(C#N)N(C)C (2-[1-(4-chlorophenyl)cyclobutyl]-2-dimethylaminoacetonitrile). Yields the product ClC1=CC=C(C=C1)C1(CCC1)C(C(C)=O)N(C)C (1-[1-(4-chlorophenyl)cyclobutyl]-1-dimethylaminopropan-2-one). Solvent: CCCCCC (hexane), O1CCCC1 (tetrahydrofuran), O1CCCC1 (tetrahydrofuran), O1CCCC1 (tetrahydrofuran). Procedure details: To 1-(4-carbazol-9-yl-phenyl)-ethanone (5.00 g) in CH2Cl2 (200 mL) is added thiophenecarbonyl chloride (2.56 g) and AlCl3 (4.74 g) at 0° C. After stirring overnight at room temperature, sebacoyl chloride (2.09 g) and AlCl3 (2.57 g) are further added at 0° C. and the mixture is stirred at room temperature overnight. The reaction mixture is poured into ice-water, and the crude product is extracted twice with CH2Cl2. The combined organic layer is washed with H2O and brine, dried over MgSO4, and con... Run in C(Cl)Cl (CH2Cl2). Run at time 8 hour. RXN SMILES: [CH:1]1[C:13]2[N:12]([C:14]3[CH:19]=[CH:18][C:17]([C:20](=[O:22])[CH3:21])=[CH:16][CH:15]=3)[C:11]3[C:6](=[CH:7][CH:8]=[CH:9][CH:10]=3)[C:5]=2[CH:4]=[CH:3][CH:2]=1.[S:23]1[CH:27]=[CH:26][CH:25]=[C:24]1[C:28](Cl)=[O:29].[Al+3].[Cl-].[Cl-].[Cl-].[C:35](Cl)(=[O:47])[CH2:36][CH2:37][CH2:38][CH2:39][CH2:40][CH2:41][CH2:42][CH2:43][C:44](Cl)=[O:45]>C(Cl)Cl>[C:20]([C:17]1[CH:16]=[CH:15][C:14]([N:12]2[C:13]3[CH:1]=[CH:2][C:3]([C:35](=[O:47])[CH2:36][CH2:37][CH2:38][CH2:39][CH2:40][CH2:41][CH2:42][CH2:43][C:44]([C:8]4[CH:9]=[CH:10][C:11]5[N:12]([C:14]6[CH:15]=[CH:16][C:17]([C:20](=[O:22])[CH3:21])=[CH:18][CH:19]=6)[C:13]6[C:5]([C:6]=5[CH:7]=4)=[CH:4][C:3]([C:28]([C:24]4[S:23][CH:27]=[CH:26][CH:25]=4)=[O:29])=[CH:2][CH:1]=6)=[O:45])=[CH:4][C:5]=3[C:6]3[C:11]2=[CH:10][CH:9]=[C:8]([C:28]([C:24]2[S:23][CH:27]=[CH:26][CH:25]=2)=[O:29])[CH:7]=3)=[CH:19][CH:18]=1)(=[O:22])[CH3:21] |f:2.3.4.5|. Yields the product C(C)(=O)C1=CC=C(C=C1)N1C2=CC=C(C=C2C=2C=C(C=CC12)C(CCCCCCCCC(=O)C=1C=CC=2N(C3=CC=C(C=C3C2C1)C(=O)C=1SC=CC1)C1=CC=C(C=C1)C(C)=O)=O)C(=O)C=1SC=CC1 (1,10-Bis-[9-(4-acetyl-phenyl)-6-(thiophene-2-carbonyl)-carbazol-3-yl]-decane-1,10-dione). Reactants: C1=CC=CC=2C3=CC=CC=C3N(C12)C1=CC=C(C=C1)C(C)=O (1-(4-carbazol-9-yl-phenyl)-ethanone), S1C(=CC=C1)C(=O)Cl (thiophenecarbonyl chloride), [Al+3].[Cl-].[Cl-].[Cl-] (AlCl3), C(CCCCCCCCC(=O)Cl)(=O)Cl (sebacoyl chloride), [Al+3].[Cl-].[Cl-].[Cl-] (AlCl3), ice water. Reactants: NC1[C@@H]2N(C(=C(CS2)OS(=O)(=O)C)C(=O)OC(C2=CC=CC=C2)C2=CC=CC=C2)C1=O (benzhydryl 7-amino-3-mesyloxy-3-cephem-4-carboxylate), C[Si](C)(C)NC(=O)N[Si](C)(C)C (bis-(trimethylsilyl)urea), C(C)#N (acetonitrile). Run at time 30 minute. Product: NC1[C@@H]2N(C(=C(CS2)S\C=C/C=2C=NC=CC2)C(=O)OC(C2=CC=CC=C2)C2=CC=CC=C2)C1=O (benzhydryl 7-amino-3-[(Z)-2-(3-pyridyl)vinylthio]-3-cephem-4-carboxylate). RXN SMILES: [NH2:1][CH:2]1[C:30](=[O:31])[N:4]2[C:5]([C:14]([O:16][CH:17]([C:24]3[CH:29]=[CH:28][CH:27]=[CH:26][CH:25]=3)[C:18]3[CH:23]=[CH:22][CH:21]=[CH:20][CH:19]=3)=[O:15])=[C:6](OS(C)(=O)=O)[CH2:7][S:8][C@H:3]12.C[Si](N[C:37]([NH:39][Si](C)(C)C)=O)(C)C.[C:44](#N)[CH3:45]>>[NH2:1][CH:2]1[C:30](=[O:31])[N:4]2[C:5]([C:14]([O:16][CH:17]([C:18]3[CH:19]=[CH:20][CH:21]=[CH:22][CH:23]=3)[C:24]3[CH:29]=[CH:28][CH:27]=[CH:26][CH:25]=3)=[O:15])=[C:6]([S:8]/[CH:7]=[CH:6]\[C:5]3[CH:14]=[N:39][CH:37]=[CH:45][CH:44]=3)[CH2:7][S:8][C@H:3]12. Procedure: The mixture was stirred for 30 minutes. To the mixture was added a solution of benzhydryl 7-amino-3-mesyloxy-3-cephem-4-carboxylate (9.21 g) and bis-(trimethylsilyl)urea (12.26 g) in acetonitrile (276 ml) under ice-cooling. The reaction mixture was stirred for 10 minutes at the same temperature. The insoluble material was filtered off. The filtrate was concentrated in vacuo and the residue was dissolved in ethyl acetate. The ethyl acetate solution was washed with water and brine, dried over magn... Reactants: organozinc, CC1(C=2C=CC(=CC2C(=CC1)C1=CC=C(C=C1)C)C#CC1=CC=C(C(=O)OCC)C=C1)C (ethyl 4-[(5,6-dihydro-5,5-dimethyl-8-(4-methylphenyl)-2-naphthalenyl)ethynyl]benzoate), C(CCC)[Li] (n-butyl-lithium), S1C=NC=C1 (thiazole), CC1(C=2C=CC(=CC2C(=CC1)C1=CC=C(C=C1)C)C#CC1=CC=C(C(=O)OCC)C=C1)C (ethyl 4-[(5,6-dihydro-5,5-dimethyl-8-(4-methylphenyl)-2-naphthalenyl)ethynyl]benzoate). Reagents/catalysts: C=1C=CC(=CC1)[P](C=2C=CC=CC2)(C=3C=CC=CC3)[Pd]([P](C=4C=CC=CC4)(C=5C=CC=CC5)C=6C=CC=CC6)([P](C=7C=CC=CC7)(C=8C=CC=CC8)C=9C=CC=CC9)[P](C=1C=CC=CC1)(C=1C=CC=CC1)C=1C=CC=CC1 (tetrakis(triphenylphosphine)palladium(0)), [Cl-].[Zn+2].[Cl-] (zinc chloride). The solvent is [NH4+].[Cl-] (NH4Cl), C1CCOC1 (THF), C1CCOC1 (THF), C1CCOC1 (THF). Conditions: time 30 minute. Yields the product [Li]C=1SC=CN1 (2-lithiothiazole), CC1(C=2C=CC(=CC2C(=CC1)C=1SC=CN1)C#CC1=CC=C(C(=O)OCC)C=C1)C (Ethyl 4-[(5,6-dihydro-5,5-dimethyl-8-(2-thiazolyl)-2-naphthalenyl)ethynyl]benzoate). Reaction SMILES: [CH2:1]([Li:5])CCC.[S:6]1[CH:10]=[CH:9][N:8]=[CH:7]1.[CH3:11][C:12]1([CH3:42])[CH2:21][CH:20]=[C:19](C2C=CC(C)=CC=2)[C:18]2[CH:17]=[C:16]([C:29]#[C:30][C:31]3[CH:41]=[CH:40][C:34]([C:35]([O:37][CH2:38][CH3:39])=[O:36])=[CH:33][CH:32]=3)[CH:15]=[CH:14][C:13]1=2>C1COCC1.[NH4+].[Cl-].[Cl-].[Zn+2].[Cl-].C1C=CC([P]([Pd]([P](C2C=CC=CC=2)(C2C=CC=CC=2)C2C=CC=CC=2)([P](C2C=CC=CC=2)(C2C=CC=CC=2)C2C=CC=CC=2)[P](C2C=CC=CC=2)(C2C=CC=CC=2)C2C=CC=CC=2)(C2C=CC=CC=2)C2C=CC=CC=2)=CC=1>[Li:5][C:1]1[S:6][CH:10]=[CH:9][N:8]=1.[CH3:42][C:12]1([CH3:11])[CH2:21][CH:20]=[C:19]([C:7]2[S:6][CH:10]=[CH:9][N:8]=2)[C:18]2[CH:17]=[C:16]([C:29]#[C:30][C:31]3[CH:32]=[CH:33][C:34]([C:35]([O:37][CH2:38][CH3:39])=[O:36])=[CH:40][CH:41]=3)[CH:15]=[CH:14][C:13]1=2 |f:4.5,6.7.8,^1:56,58,77,96|. Reported procedure: A solution of 2-lithiothiazole was prepared by the addition of 41.2 mg (0.42 ml, 0.63 mmol) of n-butyl-lithium (1.5M solution in hexanes) to a cold solution (−78 ° C.) of 53.4 mg (0.63 mmol) of thiazole in 1.0 ml of THF. The solution was stirred at for 30 minutes and then a solution of 113.9 mg (0.84 mmol) of zinc chloride in 1.5 ml of THF was added. The resulting solution was warmed to room temperature, stirred for 30 minutes and then the organozinc was added via cannula to a solution of 200.0 ... Reactants: CO, COC(=O)c1ccc(C(O)C(C)C(=O)[O-])cc1, N. The product is COC(=O)c1ccc(C(O)C(N)=O)cc1. RXN SMILES: [CH3:19][OH:20].[CH3:2][CH:3]([C:4]([O-:5])=[O:6])[CH:7]([c:8]1[cH:9][cH:10][c:11]([C:14](=[O:15])[O:16][CH3:17])[cH:12][cH:13]1)[OH:18].[NH3:1]>>[NH2:1][C:3]([CH:7]([c:8]1[cH:9][cH:10][c:11]([C:14](=[O:15])[O:16][CH3:17])[cH:12][cH:13]1)[OH:18])=[O:20]. Starting materials: NC1=C(C=C(C=C1)N1CCN(CCC1)C(=O)OC(C)(C)C)NS(=O)(=O)C1=CC=CC=C1 (N-{2-amino-5-(4-t-butyloxycarbonyl-1,4-diazepan-1-yl)-phenyl}benzenesulfonamide), C(=CC1=CC=CC=C1)S(=O)(=O)Cl (beta-styrenesulfonylchloride). Product: Cl.N1(CCNCCC1)C=1C=CC(=C(C1)NS(=O)(=O)C1=CC=CC=C1)NS(=O)(=O)\C=C\C1=CC=CC=C1 (N-[5-(1,4-diazepan-1-yl)-2-({[(E)-2-phenylethenyl]sulfonyl}amino)phenyl]benzenesulfonamide hydrochloride). RXN SMILES: [NH2:1][C:2]1[CH:7]=[CH:6][C:5]([N:8]2[CH2:14][CH2:13][CH2:12][N:11](C(OC(C)(C)C)=O)[CH2:10][CH2:9]2)=[CH:4][C:3]=1[NH:22][S:23]([C:26]1[CH:31]=[CH:30][CH:29]=[CH:28][CH:27]=1)(=[O:25])=[O:24].[CH:32]([S:40]([Cl:43])(=[O:42])=[O:41])=[CH:33][C:34]1[CH:39]=[CH:38][CH:37]=[CH:36][CH:35]=1>>[ClH:43].[N:8]1([C:5]2[CH:6]=[CH:7][C:2]([NH:1][S:40](/[CH:32]=[CH:33]/[C:34]3[CH:39]=[CH:38][CH:37]=[CH:36][CH:35]=3)(=[O:42])=[O:41])=[C:3]([NH:22][S:23]([C:26]3[CH:31]=[CH:30][CH:29]=[CH:28][CH:27]=3)(=[O:25])=[O:24])[CH:4]=2)[CH2:14][CH2:13][CH2:12][NH:11][CH2:10][CH2:9]1 |f:2.3|. Procedure details: The compound was synthesized from of N-{2-amino-5-(4-t-butyloxycarbonyl-1,4-diazepan-1-yl)-phenyl}benzenesulfonamide and be beta-styrenesulfonylchloride (55 mg, 0.27 mmol) to give before Boc-deprotection 12 mg as purple solid. M+1 513.6 Calcd 512.15; Run in C(C)(=O)OCC (ethyl acetate). The reactants are O.O.[Sn](Cl)Cl (Tin(II) dichloride dihydrate), COC([C@@H](NC(C1=C(C=C(C=C1)[N+](=O)[O-])C1=CC=CC=C1)=O)CCSC)=O ((4-nitro-2-phenylbenzoyl)methionine methyl ester). Reported procedure: Tin(II) dichloride dihydrate (157 g, 696 mmol) was added to a solution of (4-nitro-2-phenylbenzoyl)methionine methyl ester (67.9 g, 175 mmol) in 500 mL ethyl acetate and the reaction mixture was heated at reflux for 1 hour. The reaction mixture was cooled to ambient temperature and stirring was continuted for 18 hours. The reaction mixture was concentrated to 200 mL, and 500 mL H2O was added. Solid NaHCO3 was added to pH 8 before extracting with ethyl acetate. The ethyl acetate extract were wash... Product: Cl.COC([C@@H](NC(C1=C(C=C(C=C1)N)C1=CC=CC=C1)=O)CCSC)=O ((4-amino-2-phenylbenzoyl)methionine methyl ester hydrochloride). RXN SMILES: O.O.[Sn](Cl)[Cl:4].[CH3:6][O:7][C:8](=[O:32])[C@H:9]([CH2:28][CH2:29][S:30][CH3:31])[NH:10][C:11](=[O:27])[C:12]1[CH:17]=[CH:16][C:15]([N+:18]([O-])=O)=[CH:14][C:13]=1[C:21]1[CH:26]=[CH:25][CH:24]=[CH:23][CH:22]=1>C(OCC)(=O)C>[ClH:4].[CH3:6][O:7][C:8](=[O:32])[C@H:9]([CH2:28][CH2:29][S:30][CH3:31])[NH:10][C:11](=[O:27])[C:12]1[CH:17]=[CH:16][C:15]([NH2:18])=[CH:14][C:13]=1[C:21]1[CH:22]=[CH:23][CH:24]=[CH:25][CH:26]=1 |f:0.1.2,5.6|. Conditions: time 18 hour. The yield is 83.0%.